Dataset: the Open Reaction Database (ORD), a public repository of structured organic reaction records. Task: describe an organic reaction: reactants, conditions, products, and yield Reactants: Cl (HCl), C1(=CC=CC=C1)C1(CCCCC1)C=O (1-phenylcyclohexane-carbaldehyde), CN (methyl amine). Product: CNCC1(CCCCC1)C1=CC=CC=C1 (N-methyl(1-phenylcyclohexyl)methanamine), Cl.CNCC1(CCCCC1)C1=CC=CC=C1 (N-methyl(1-phenylcyclohexyl)methanamine hydrochloride). Yield: 6.0%. As a reaction SMILES: [C:1]1([C:7]2([CH:13]=O)[CH2:12][CH2:11][CH2:10][CH2:9][CH2:8]2)[CH:6]=[CH:5][CH:4]=[CH:3][CH:2]=1.[CH3:15][NH2:16].[ClH:17]>>[CH3:15][NH:16][CH2:13][C:7]1([C:1]2[CH:6]=[CH:5][CH:4]=[CH:3][CH:2]=2)[CH2:12][CH2:11][CH2:10][CH2:9][CH2:8]1.[ClH:17].[CH3:15][NH:16][CH2:13][C:7]1([C:1]2[CH:6]=[CH:5][CH:4]=[CH:3][CH:2]=2)[CH2:12][CH2:11][CH2:10][CH2:9][CH2:8]1 |f:4.5|. Procedure details: The title compound was synthesized from 1-phenylcyclohexane-carbaldehyde (126 mg, 0.67 mmol) and methyl amine (370 μL, 0.73 mmol, 2.0 M in THF) according to General Procedure H, followed by HCl salt formation. The HCl salt was recrystallized from CH3CN to give pure N-methyl(1-phenylcyclohexyl)methanamine hydrochloride (8 mg, 6%) as colorless crystals. HPLC Rt=7.76 min; 1H NMR (400 mHz, MeOH-d4) 7.43-7.38 (m, 4H), 7.28-7.25 (m, 1H), 3.11 (s, 2H), 2.50 (s, 3H), 2.25-2.22 (m, 2H), 1.67-1.23 (m, 8H)...